This data is from the Open Reaction Database (ORD), a public repository of structured organic reaction records. The task is: describe an organic reaction: reactants, conditions, products, and yield Reactants: CC1=NOC(=C1)C (3,5-dimethylisoxazole), C(=O)=O.CC(=O)C (dry ice acetone), CC1=CCCC(O1)=O (3,4-dihydro-6-methyl-2H-pyran-2-one), CN(C)CCN(C)C (TMEDA), C(CCC)[Li] (n-butyl lithium), hydrochloric acid ice. The solvent is C1CCOC1 (THF), CS(=O)C (DMSO), C1CCOC1 (THF), CCCCCC (n-hexane). Conditions: temperature -78 celsius, time 2 hour. Product: CC1=NOC(=C1)C=1C(CCCC1C)=O (2-(3-methylisooxazol-5-yl)-3-methyl-2-cyclohexen-1-one). The yield is 33.9%. As a reaction SMILES: CN(CCN(C)C)C.[CH3:9][C:10]1[CH:14]=[C:13]([CH3:15])[O:12][N:11]=1.C([Li])CCC.[CH3:21][C:22]1[O:27][C:26](=O)[CH2:25][CH2:24][CH:23]=1.C(=O)=O.CC(C)=O>C1COCC1.CS(C)=O.CCCCCC>[CH3:9][C:10]1[CH:14]=[C:13]([C:15]2[C:26](=[O:27])[CH2:25][CH2:24][CH2:23][C:22]=2[CH3:21])[O:12][N:11]=1 |f:4.5|. Reported procedure: 4.75 g of TMEDA was dissolved in 10 ml of THF, and 3.3 g of 3,5-dimethylisoxazole was added. The resulting solution was cooled to −78° C. in a dry ice-acetone bath, and 26 ml of an n-hexane solution of n-butyl lithium (1.6M solution) was dropped into it. They were reacted at the same temperature for 30 minutes, and then, at −78° C., a solution of 1.90 g of 3,4-dihydro-6-methyl-2H-pyran-2-one and 5 ml of DMSO in 10 ml of THF was dropped. The resulting solution was stirred at the same temperature ... Starting materials: CC(C)C[AlH]CC(C)C (DIBAL), C1(=CC=CC=C1)C (toluene), C(C)OC(\C(=C\C1CCCC1)\C1=CC=C(C=C1)S(=O)(=O)C)=O ((E)-3-cyclopentyl-2-(4-methanesulfonyl-phenyl)-acrylic acid ethyl ester). The product is C1(CCCC1)/C=C(/CO)\C1=CC=C(C=C1)S(=O)(=O)C ((E)-3-Cyclopentyl-2-(4-methanesulfonyl-phenyl)-prop-2-en-1-ol). The yield is 100.3%. Reaction SMILES: CC(C[AlH]CC(C)C)C.C1(C)C=CC=CC=1.C([O:19][C:20](=O)/[C:21](/[C:28]1[CH:33]=[CH:32][C:31]([S:34]([CH3:37])(=[O:36])=[O:35])=[CH:30][CH:29]=1)=[CH:22]/[CH:23]1[CH2:27][CH2:26][CH2:25][CH2:24]1)C>>[CH:23]1(/[CH:22]=[C:21](\[C:28]2[CH:33]=[CH:32][C:31]([S:34]([CH3:37])(=[O:36])=[O:35])=[CH:30][CH:29]=2)/[CH2:20][OH:19])[CH2:27][CH2:26][CH2:25][CH2:24]1. Procedure: Following the method of example 54e, reaction of DIBAL in toluene (268 ml, 1.5 M, 402 mmol) with (E)-3-cyclopentyl-2-(4-methanesulfonyl-phenyl)-acrylic acid ethyl ester (51.8 g, 160 mmol) affords the title compound as a solid (45 g). MS (m/e): 303.4 (M+Na). The reactants are C(C)(C)(C)OC(=O)N(C)[C@@H]1CN(CC1)S(=O)(=O)C=1C=2C(=CN=CC2C=CC1)Br ((S)-3-[N-(tert-Butoxycarbonyl)-N-methylamino]-1-(4-bromo-5-isoquinolinesulfonyl)pyrrolidine), Cl.CO (hydrogen chloride methanol). Reaction conditions: time 12 hour. Product: BrC1=CN=CC=2C=CC=C(C12)S(=O)(=O)N1C[C@H](CC1)NC ((S)-1-(4-Bromo-5-isoquinolinesulfonyl)-3-(methylamino)pyrrolidine), Cl (hydrochloride). Reaction SMILES: C(O[C:6]([N:8]([C@H:10]1[CH2:14][CH2:13][N:12]([S:15]([C:18]2[C:19]3[C:20]([Br:28])=[CH:21][N:22]=[CH:23][C:24]=3[CH:25]=[CH:26][CH:27]=2)(=[O:17])=[O:16])[CH2:11]1)C)=O)(C)(C)C.[ClH:29].CO>>[Br:28][C:20]1[C:19]2[C:18]([S:15]([N:12]3[CH2:13][CH2:14][C@H:10]([NH:8][CH3:6])[CH2:11]3)(=[O:16])=[O:17])=[CH:27][CH:26]=[CH:25][C:24]=2[CH:23]=[N:22][CH:21]=1.[ClH:29] |f:1.2|. Procedure: Intermediate 20a (0.157 g) prepared in Step A mentioned above was added with 10% hydrogen chloride/methanol (2 ml), and the mixture was stirred at room temperature for 12 hours. The solvent was evaporated under reduced pressure to obtain the title compound as hydrochloride (125 mg). Reactants: O (Water), N1C(=CC=C1)C(=O)OC (Methyl 1H-pyrrole-2-carboxylate), FC1=CC=C(C=C1)[N+](=O)[O-] (1-fluoro-4-nitro-benzene), [H-].[Na+] (sodium hydride). Run in CN(C)C=O (DMF). Reaction conditions: temperature 0 celsius, time 3 hour. The product is [N+](=O)([O-])C1=CC=C(C=C1)N1C(=CC=C1)C(=O)OC (Methyl 1-(4-nitrophenyl)pyrrole-2-carboxylate). Yield: 664.9%. Reaction SMILES: [NH:1]1[CH:5]=[CH:4][CH:3]=[C:2]1[C:6]([O:8][CH3:9])=[O:7].[H-].[Na+].F[C:13]1[CH:18]=[CH:17][C:16]([N+:19]([O-:21])=[O:20])=[CH:15][CH:14]=1.O>CN(C=O)C>[N+:19]([C:16]1[CH:17]=[CH:18][C:13]([N:1]2[CH:5]=[CH:4][CH:3]=[C:2]2[C:6]([O:8][CH3:9])=[O:7])=[CH:14][CH:15]=1)([O-:21])=[O:20] |f:1.2|. Reported procedure: Methyl 1H-pyrrole-2-carboxylate (1 g, 8.0 mmol) was dissolved in DMF (14 mL). The mixture was cooled down at 0° C. and sodium hydride (350 mg, 8.8 mmol) was added. After 5 min 1-fluoro-4-nitro-benzene (1.13 mmol, 7.99 mmol) was added and the mixture stirred at 80° C. for 3 hours. Water was added, the solid collected by filtration and washed with water to give (i) (1.85 g). 1H NMR (400 MHz, DMSO) δ 8.30 (d, J=9.0 Hz, 2H), 7.87-7.49 (m, 2H), 7.38 (dd, J=2.7, 1.8 Hz, 1H), 7.13 (dd, J=3.9, 1.7 Hz, 1...